This data is from the Open Reaction Database (ORD), a public repository of structured organic reaction records. The task is: describe an organic reaction: reactants, conditions, products, and yield The solvent is CCOC(=O)C (AcOEt). The reactants are ClC1=NC(=CN=C1)Cl (2,6-dichloropyrazine), OC=1C=CC=C2CCC(C12)=O (7-hydroxyindanone). Yield: 100.0%. Product: ClC1=NC(=CN=C1)OC=1C=CC=C2CCC(C12)=O (2-Chloro-6-(indanone-7-oxy)-pyrazine). As a reaction SMILES: Cl[C:2]1[CH:7]=[N:6][CH:5]=[C:4]([Cl:8])[N:3]=1.[OH:9][C:10]1[CH:11]=[CH:12][CH:13]=[C:14]2[C:18]=1[C:17](=[O:19])[CH2:16][CH2:15]2>CCOC(C)=O>[Cl:8][C:4]1[CH:5]=[N:6][CH:7]=[C:2]([O:9][C:10]2[CH:11]=[CH:12][CH:13]=[C:14]3[C:18]=2[C:17](=[O:19])[CH2:16][CH2:15]3)[N:3]=1. Reported procedure: Using Method DD with 2,6-dichloropyrazine (200 mg, 1.34 mmol) and 7-hydroxyindanone (219 mg, 1.49 mmol), and crystallisation in AcOEt, the title compound was obtained (348 mg). Yield: 100%. 1H NMR (250 MHz, DMSO-d6) δ 2.56-2.61 (m, 2H, H3), 3.16 (t, 2H, H3, J=5.6 Hz), 7.25 (d, 1H, Harom 4, J=7.9 Hz), 7.54 (d, 1H, Harom 6, J=7.6 Hz), 7.78 (t, 1H, Harom 5, J=8.3 Hz), 8.49 (s, 1H, HPz 5), 8.62 (s, 1H, HPz 3). m/z: 261.0 [(M+H)+, calcd for C13H9ClN2O2 260.0]. Starting materials: O=S(=O)(O)Cl, ClCCl, Cc1ccc(S(=O)(=O)CCOC(=O)COc2ccccc2)cc1. Yields the product Cc1ccc(S(=O)(=O)CCOC(=O)COc2ccc(S(=O)(=O)Cl)cc2)cc1. RXN SMILES: [Cl:24][S:25](=[O:26])(=[O:27])[OH:28].[Cl:29][CH2:30][Cl:31].[c:1]1([CH3:23])[cH:2][cH:3][c:4]([S:7](=[O:8])(=[O:9])[CH2:10][CH2:11][O:12][C:13]([CH2:14][O:15][c:16]2[cH:17][cH:18][cH:19][cH:20][cH:21]2)=[O:22])[cH:5][cH:6]1>>[c:1]1([CH3:23])[cH:2][cH:3][c:4]([S:7](=[O:8])(=[O:9])[CH2:10][CH2:11][O:12][C:13]([CH2:14][O:15][c:16]2[cH:17][cH:18][c:19]([S:25]([Cl:24])(=[O:26])=[O:27])[cH:20][cH:21]2)=[O:22])[cH:5][cH:6]1. The reactants are O, O=C(O)c1c(-c2ccccc2)c2ccccc2[nH]c1=O. The product is O=C1c2ccccc2-c2c1c(=O)[nH]c1ccccc21. Reaction SMILES: [OH2:21].[c:1]1(-[c:7]2[c:8]([C:18](=[O:19])[OH:20])[c:9](=[O:17])[nH:10][c:11]3[cH:12][cH:13][cH:14][cH:15][c:16]23)[cH:2][cH:3][cH:4][cH:5][cH:6]1>>[c:1]12[cH:2][cH:3][cH:4][cH:5][c:6]1[C:18](=[O:20])[c:8]1[c:7]-2[c:16]2[c:11]([nH:10][c:9]1=[O:17])[cH:12][cH:13][cH:14][cH:15]2. Reactants: FC=1C(=C(C=C(C1F)F)N)N (3,4,5-trifluoro-1,2-phenylenediamine), C(C(=O)O)(=O)O (oxalic acid), C(C)O (ethanol), brown powder. The solvent is Cl (HCl). Conditions: time 8 hour. The product is FC1=C2NC(C(NC2=CC(=C1F)F)=O)=O (5,6,7-Trifluoro-1,4-dihydro-2,3-quinoxalinedione). Isolated yield 4.0%. As a reaction SMILES: [F:1][C:2]1[C:3]([NH2:11])=[C:4]([NH2:10])[CH:5]=[C:6]([F:9])[C:7]=1[F:8].[C:12](O)(=[O:16])[C:13](O)=[O:14].C(O)C>Cl>[F:1][C:2]1[C:7]([F:8])=[C:6]([F:9])[CH:5]=[C:4]2[C:3]=1[NH:11][C:12](=[O:16])[C:13](=[O:14])[NH:10]2. Procedure details: To a brown solution of 3,4,5-trifluoro-1,2-phenylenediamine (285 mg, 1.75 mmol) in aqueous 2N HCl (10 mL) is added oxalic acid (221 mg, 1.75 mmol). The brown mixture is brought to reflux and stirred under N2 overnight. The mixture is filtered to yield 139 mg (37%) of crude title compound. An analytical sample is prepared by dissolving 42 mg of this brown powder in 2.5 mL boiling ethanol. Upon cooling, brown rod-like crystals were formed which are filtered and dried in vacuo to yield 15 mg (36%) ... The reactants are CCCCBr, c1ccc(C2CNCc3ccsc32)cc1. The product is CCCCN1Cc2ccsc2C(c2ccccc2)C1. As a reaction SMILES: [CH2:1]([CH2:2][CH2:3][CH3:4])[Br:5].[c:6]1([CH:12]2[c:13]3[c:14]([cH:18][cH:19][s:20]3)[CH2:15][NH:16][CH2:17]2)[cH:7][cH:8][cH:9][cH:10][cH:11]1>>[CH2:1]([CH2:2][CH2:3][CH3:4])[N:16]1[CH2:15][c:14]2[c:13]([s:20][cH:19][cH:18]2)[CH:12]([c:6]2[cH:7][cH:8][cH:9][cH:10][cH:11]2)[CH2:17]1. Starting materials: S(=S)(=O)([O-])[O-].[Na+].[Na+] (sodium thiosulfate), mixture, C(C1=CC=CC=C1)C1=NC(=CC=C1)N1CC=CC1 (2-benzyl-6-(3-pyrroline-1-yl)pyridine), C(C1=CC=CC=C1)C1=NC(=CC=C1)N1CCCC1 (2-benzyl-6-(pyrrolidine-1-yl)pyridine), C[N+]1(CCOCC1)[O-] (N-methylmorpholine-N-oxide), O (water). The reagents and catalysts are [Os](=O)(=O)(=O)=O (osmium tetraoxide). Solvent: CC(C)(C)O (2-methyl-2-propanol), CC(=O)C (acetone). Conditions: time 2 hour. The product is C(C1=CC=CC=C1)C1=NC(=CC=C1)N1C[C@H]([C@H](C1)O)O (2-Benzyl-6-(cis-3,4-dihydroxypyrrolidine-1-yl)pyridine). RXN SMILES: [CH2:1]([C:8]1[CH:13]=[CH:12][CH:11]=[C:10]([N:14]2[CH2:18][CH:17]=[CH:16][CH2:15]2)[N:9]=1)[C:2]1[CH:7]=[CH:6][CH:5]=[CH:4][CH:3]=1.C(C1C=CC=C(N2CCCC2)N=1)C1C=CC=CC=1.C[N+]1([O-])CC[O:41]CC1.S([O-])([O-])(=O)=S.[Na+].[Na+].[OH2:52]>[Os](=O)(=O)(=O)=O.CC(C)=O.CC(O)(C)C>[CH2:1]([C:8]1[CH:13]=[CH:12][CH:11]=[C:10]([N:14]2[CH2:18][C@H:17]([OH:52])[C@H:16]([OH:41])[CH2:15]2)[N:9]=1)[C:2]1[CH:7]=[CH:6][CH:5]=[CH:4][CH:3]=1 |f:3.4.5|. Procedure details: 2.3 ml of a 2-methyl-2-propanol solution containing 2.5% osmium tetraoxide was added dropwise little by little into a mixture of 11.8 g of a mixture of 2-benzyl-6-(3-pyrroline-1-yl)pyridine and 2-benzyl-6-(pyrrolidine-1-yl)pyridine, 23.5 g of aqueous 50% N-methylmorpholine-N-oxide solution, 50 ml of acetone and 10 ml of water in an ice bath. After stirring for 2 hours in an ice bath, it was further stirred at room temperature overnight. A aqueous sodium thiosulfate solution was added to the reac... Starting materials: O=C1C(CSC2=C1C=C(C=C2)C)CC(=O)O (α-(2,3-dihydro-4-oxo-6-methyl-4H-1-benzothiopyran-3-yl)acetic acid), O.NN (hydrazine hydrate). Solvent: C(C)O (ethanol). Product: CC=1C=CC2=C(C1)C1=NNC(CC1CS2)=O (9-methyl- 2,3,4,4a-tetrahydro-5H-(1)benzothiopyrano[4,3-c]pyridazin 3-one). The yield is 50.9%. As a reaction SMILES: O=[C:2]1[C:7]2[CH:8]=[C:9]([CH3:12])[CH:10]=[CH:11][C:6]=2[S:5][CH2:4][CH:3]1[CH2:13][C:14]([OH:16])=O.O.[NH2:18][NH2:19]>C(O)C>[CH3:12][C:9]1[CH:10]=[CH:11][C:6]2[S:5][CH2:4][CH:3]3[C:2](=[N:18][NH:19][C:14](=[O:16])[CH2:13]3)[C:7]=2[CH:8]=1 |f:1.2|. Procedure: A mixture of 2 g of α-(2,3-dihydro-4-oxo-6-methyl-4H-1-benzothiopyran-3-yl)acetic acid and 0.8 g of 100% hydrazine hydrate in 50 ml of ethanol is refluxed under heating for 8 hours. After about half the volume of ethanol is distilled off under reduced pressure and the residue is allowed to cool, the precipitated crystals are collected by filtration and recrystallized from acetic acid to give 1 g of 9-methyl- 2,3,4,4a-tetrahydro-5H-(1)benzothiopyrano[4,3-c]pyridazin 3-one, melting at 217°-219° C.... The reactants are boronate ester, CC1(OB(OC1(C)C)C=1C=C(C=NC1)NS(=O)(=O)C1=CC=CC=C1)C (N-[5-(4,4,5,5-tetramethyl-1,3,2-dioxaborolan-2-yl)-3-pyridinyl]benzenesulfonamide), BrC1=CC=C2N=CC(=NC2=C1)N1CCN(CC1)C1=C(C=CC=C1)OC (7-bromo-2-{4-[2-(methyloxy)phenyl]-1-piperazinyl}quinoxaline). The solvent is O1CCOCC1 (1,4-dioxane), C([O-])([O-])=O.[K+].[K+] (potassium carbonate). The product is COC1=C(C=CC=C1)N1CCN(CC1)C=1C=NC2=CC=C(C=C2N1)C=1C=C(C=NC1)NS(=O)(=O)C1=CC=CC=C1 (N-[5-(3-{4-[2-(methyloxy)phenyl]-1-piperazinyl}-6-quinoxalinyl)-3-pyridinyl]benzenesulfonamide). Yield: 48.4%. As a reaction SMILES: CC1(C)C(C)(C)OB([C:9]2[CH:10]=[C:11]([NH:15][S:16]([C:19]3[CH:24]=[CH:23][CH:22]=[CH:21][CH:20]=3)(=[O:18])=[O:17])[CH:12]=[N:13][CH:14]=2)O1.Br[C:27]1[CH:36]=[C:35]2[C:30]([N:31]=[CH:32][C:33]([N:37]3[CH2:42][CH2:41][N:40]([C:43]4[CH:48]=[CH:47][CH:46]=[CH:45][C:44]=4[O:49][CH3:50])[CH2:39][CH2:38]3)=[N:34]2)=[CH:29][CH:28]=1>O1CCOCC1.C(=O)([O-])[O-].[K+].[K+]>[CH3:50][O:49][C:44]1[CH:45]=[CH:46][CH:47]=[CH:48][C:43]=1[N:40]1[CH2:39][CH2:38][N:37]([C:33]2[CH:32]=[N:31][C:30]3[C:35]([N:34]=2)=[CH:36][C:27]([C:9]2[CH:10]=[C:11]([NH:15][S:16]([C:19]4[CH:20]=[CH:21][CH:22]=[CH:23][CH:24]=4)(=[O:17])=[O:18])[CH:12]=[N:13][CH:14]=2)=[CH:28][CH:29]=3)[CH2:42][CH2:41]1 |f:3.4.5|. Procedure: A slurry of a boronate ester such as N-[5-(4,4,5,5-tetramethyl-1,3,2-dioxaborolan-2-yl)-3-pyridinyl]benzenesulfonamide (0.55 mmol), 7-bromo-2-{4-[2-(methyloxy)phenyl]-1-piperazinyl}quinoxaline (0.37 mmol), and [1,1′-bis(diphenylphosphino)ferrocene]dichloropalladium(II) dichloromethane complex (1:1) (0.03 mmol) in 1,4-dioxane (4 ml) and 2M potassium carbonate (aq) (2 ml) was stirred at 100° C. for 18 hours. The reaction was cooled to ambient temperature, the organic layer separated and purified d...